From a dataset of the Open Reaction Database (ORD), a public repository of structured organic reaction records. describe an organic reaction: reactants, conditions, products, and yield Reactants: C(#N)[BH3-].[Na+] (sodium cyanoborohydride), C1(=CC=CC=C1)S(=O)(=O)N1CC2COCC(C1)N2 (7-benzenesulfonyl-3-oxa-7,9-diaza-bicyclo[3.3.1]nonane), O (water). The reagents and catalysts are C(C)(=O)O (acetic acid). Solvent: C(C)#N (acetonitrile), C=O (formaldehyde). Run at temperature 23 celsius, time 2 hour. Yields the product N (ammonia), C1(=CC=CC=C1)S(=O)(=O)N1CC2COCC(C1)N2C (7-Benzenesulfonyl-9-methyl-3-oxa-7,9-diaza-bicyclo[3.3.1]nonane). Isolated yield 133.8%. As a reaction SMILES: [C:1]1([S:7]([N:10]2[CH2:17][CH:16]3[NH:18][CH:12]([CH2:13][O:14][CH2:15]3)[CH2:11]2)(=[O:9])=[O:8])[CH:6]=[CH:5][CH:4]=[CH:3][CH:2]=1.O.[C:20]([BH3-])#N.[Na+]>C(#N)C.C=O.C(O)(=O)C>[NH3:10].[C:1]1([S:7]([N:10]2[CH2:11][CH:12]3[N:18]([CH3:20])[CH:16]([CH2:15][O:14][CH2:13]3)[CH2:17]2)(=[O:9])=[O:8])[CH:2]=[CH:3][CH:4]=[CH:5][CH:6]=1 |f:2.3|. Reported procedure: To a mixture of the above described 7-benzenesulfonyl-3-oxa-7,9-diaza-bicyclo[3.3.1]nonane (1.25 g, 4.658 mmol) in acetonitrile (40 ml) and 36.5% formaldehyde solution in water (0.53 ml, 6.987 mmol) and 5 drops of acetic acid at 23° C. was added sodium cyanoborohydride (1.464 g, 23.29 mmol) and the mixture was stirred at 23° C. for 2 h. Poured onto water and extracted twice with ethyl acetate, dried the organic layer over sodium sulfate, filtered off, evaporated all volatiles totally and dried i... The reactants are N1CCC(CC1)N1C(NC2=NC=CC=C21)=O (1-piperidin-4-yl-1,3-dihydroimidazo[4,5-b]pyridin-2-one), ClC1=NC=C(C(=C1)C(=O)C1=CC2=C(N(C(O2)=O)C)C(=C1)C)C (6-(2-chloro-5-methyl-pyridine-4-carbonyl)-3,4-dimethyl-3H-benzoxazol-2-one). Run in CN(C)C=O (DMF). Run at temperature 250 celsius. Yields the product CN1C(OC2=C1C(=CC(=C2)C(=O)C2=CC(=NC=C2C)N2CCC(CC2)N2C(NC1=NC=CC=C12)=O)C)=O (1-[4′-(3,4-dimethyl-2-oxo-2,3-dihydro-benzoxazole-6-carbonyl)-5′-methyl-3,4,5,6-tetrahydro-2H-[1,2′]bipyridinyl-4-yl]-1,3-dihydro-imidazo[4,5-b]pyridin-2-one). Reaction SMILES: [NH:1]1[CH2:6][CH2:5][CH:4]([N:7]2[C:15]3[C:10](=[N:11][CH:12]=[CH:13][CH:14]=3)[NH:9][C:8]2=[O:16])[CH2:3][CH2:2]1.Cl[C:18]1[CH:23]=[C:22]([C:24]([C:26]2[CH:36]=[C:35]([CH3:37])[C:29]3[N:30]([CH3:34])[C:31](=[O:33])[O:32][C:28]=3[CH:27]=2)=[O:25])[C:21]([CH3:38])=[CH:20][N:19]=1>CN(C=O)C>[CH3:34][N:30]1[C:29]2[C:35]([CH3:37])=[CH:36][C:26]([C:24]([C:22]3[C:21]([CH3:38])=[CH:20][N:19]=[C:18]([N:1]4[CH2:2][CH2:3][CH:4]([N:7]5[C:15]6[C:10](=[N:11][CH:12]=[CH:13][CH:14]=6)[NH:9][C:8]5=[O:16])[CH2:5][CH2:6]4)[CH:23]=3)=[O:25])=[CH:27][C:28]=2[O:32][C:31]1=[O:33]. Procedure details: 0.26 g (1.2 mmol) 1-piperidin-4-yl-1,3-dihydroimidazo[4,5-b]pyridin-2-one and 0.13 g (0.40 mmol) 6-(2-chloro-5-methyl-pyridine-4-carbonyl)-3,4-dimethyl-3H-benzoxazol-2-one (mixture) were combined and heated to 250° C. for approx. 10 min. Then the mixture was dissolved in DMF and purified by preparative HPLC-MS. The fractions containing the product were combined and the organic solvent was evaporated down. The residue was neutralised with 1N aqueous sodium hydroxide solution, the precipitate form... Yields the product CC1(COc2ccc(Cc3nnn[nH]3)cc2)CCCCC1=NO. As a reaction SMILES: [CH3:1][C:2]1([CH2:9][O:10][c:11]2[cH:12][cH:13][c:14]([CH2:17][c:18]3[n:19][n:20][n:21][nH:22]3)[cH:15][cH:16]2)[C:3](=[O:8])[CH2:4][CH2:5][CH2:6][CH2:7]1.[CH3:27][C:28](=[O:29])[O-:30].[CH3:31][CH2:32][OH:33].[ClH:23].[NH2:24][OH:25].[Na+:26]>>[CH3:1][C:2]1([CH2:9][O:10][c:11]2[cH:12][cH:13][c:14]([CH2:17][c:18]3[n:19][n:20][n:21][nH:22]3)[cH:15][cH:16]2)[C:3](=[N:24][OH:25])[CH2:4][CH2:5][CH2:6][CH2:7]1. Starting materials: CC1(COc2ccc(Cc3nnn[nH]3)cc2)CCCCC1=O, CC(=O)[O-], CCO, Cl, NO, [Na+]. RXN SMILES: [O:1]([CH2:9][CH2:10][C:11]1[CH:16]=[CH:15][N:14]=[CH:13][CH:12]=1)[Si:2]([C:5]([CH3:8])([CH3:7])[CH3:6])([CH3:4])[CH3:3].[OH:17]O.O>ClCCl.C[Re](=O)(=O)=O>[O:1]([CH2:9][CH2:10][C:11]1[CH:12]=[CH:13][N+:14]([O-:17])=[CH:15][CH:16]=1)[Si:2]([C:5]([CH3:7])([CH3:8])[CH3:6])([CH3:4])[CH3:3]. The product is O([Si](C)(C)C(C)(C)C)CCC1=CC=[N+](C=C1)[O-] (4-[2-(tert-butyldimethylsiloxy)ethyl]pyridine-N-oxide). Reactants: OO (hydrogen peroxide), O([Si](C)(C)C(C)(C)C)CCC1=CC=NC=C1 (4-[2-(tert-butyldimethylsiloxy)ethyl]pyridine), O (water). Reported procedure: 4-[2-(tert-Butyldimethylsiloxy)ethyl]pyridine (0.222 g, 1.00 mmol) obtained in Step 1 was dissolved in dichloromethane (2.00 mL), then methyltrioxorhenium (VII) (0.001 g, 0.005 mmol) and 30% aqueous hydrogen peroxide (1.00 mL) were added thereto, followed by stirring at room temperature for 2 hours. After completion of the reaction was confirmed by thin-layer chromatography, water was added to the reaction mixture, and the resulting mixture was extracted with dichloromethane. The organic layer w... Run at time 2 hour. Reagents/catalysts: C[Re](=O)(=O)=O (methyltrioxorhenium (VII)). Yield: 64.0%. Run in ClCCl (dichloromethane). The reactants are Cl (HCl), COC(C=CC1=CC=C(C=C1)N(S(=O)(=O)C1=C(C=C(C=C1C)C)C)CC1=CC(=CC=C1)O)=O (3-{4-[(3-hydroxy-benzyl)-(2,4,6-trimethyl-benzenesulfonyl)-amino]-phenyl}-acrylic acid methyl ester), [OH-].[Na+] (sodium hydroxide). Solvent: O (water), O1CCCC1 (tetrahydrofuran), O (water). Run at time 24 hour. The product is OC=1C=C(CN(C2=CC=C(C=C2)C=CC(=O)O)S(=O)(=O)C2=C(C=C(C=C2C)C)C)C=CC1 (3-{4-[(3-hydroxy-benzyl)-(2,4,6-trimethyl-benzenesulfonyl)-amino]-phenyl}-acrylic acid). RXN SMILES: C[O:2][C:3](=[O:33])[CH:4]=[CH:5][C:6]1[CH:11]=[CH:10][C:9]([N:12]([CH2:25][C:26]2[CH:31]=[CH:30][CH:29]=[C:28]([OH:32])[CH:27]=2)[S:13]([C:16]2[C:21]([CH3:22])=[CH:20][C:19]([CH3:23])=[CH:18][C:17]=2[CH3:24])(=[O:15])=[O:14])=[CH:8][CH:7]=1.[OH-].[Na+].Cl>O1CCCC1.O>[OH:32][C:28]1[CH:27]=[C:26]([CH:31]=[CH:30][CH:29]=1)[CH2:25][N:12]([S:13]([C:16]1[C:21]([CH3:22])=[CH:20][C:19]([CH3:23])=[CH:18][C:17]=1[CH3:24])(=[O:15])=[O:14])[C:9]1[CH:10]=[CH:11][C:6]([CH:5]=[CH:4][C:3]([OH:33])=[O:2])=[CH:7][CH:8]=1 |f:1.2|. Reported procedure: To a solution of 3-{4-[(3-hydroxy-benzyl)-(2,4,6-trimethyl-benzenesulfonyl)-amino]-phenyl}-acrylic acid methyl ester (0.040 g, 0.08 mmol) in 0.5 mL tetrahydrofuran was added sodium hydroxide (0.010 g, 0.25 mmol) in 0.5 mL water. The reaction was stirred at room temperature for 24 hr. The reaction mixture was adjusted to a pH of 4 with 1N HCl and water was added. The aqueous solution was washed with methylene chloride and the organic layer was dried (magnesium sulfate) and concentrated. Preparati... The reactants are O=C([O-])[O-], CS(=O)(=O)OCC1CCC2(CC2)O1, [Cs+], [Cs+], Cc1c(C(=O)Nc2ccc(Oc3ccnc4cc(O)ccc34)cn2)c(=O)n(-c2ccccc2)n1C. The product is Cc1c(C(=O)Nc2ccc(Oc3ccnc4cc(OCC5CCC6(CC6)O5)ccc34)cn2)c(=O)n(-c2ccccc2)n1C. As a reaction SMILES: [C:36](=[O:37])([O-:38])[O-:39].[CH3:42][S:43]([O:44][CH2:47][CH:48]1[O:49][C:50]2([CH2:51][CH2:52]2)[CH2:53][CH2:54]1)(=[O:45])=[O:46].[Cs+:40].[Cs+:41].[OH:1][c:2]1[cH:3][cH:4][c:5]2[c:6]([O:12][c:13]3[cH:14][cH:15][c:16]([NH:19][C:20](=[O:21])[c:22]4[c:23](=[O:35])[n:24](-[c:29]5[cH:30][cH:31][cH:32][cH:33][cH:34]5)[n:25]([CH3:28])[c:26]4[CH3:27])[n:17][cH:18]3)[cH:7][cH:8][n:9][c:10]2[cH:11]1>>[O:1]([c:2]1[cH:3][cH:4][c:5]2[c:6]([O:12][c:13]3[cH:14][cH:15][c:16]([NH:19][C:20](=[O:21])[c:22]4[c:23](=[O:35])[n:24](-[c:29]5[cH:30][cH:31][cH:32][cH:33][cH:34]5)[n:25]([CH3:28])[c:26]4[CH3:27])[n:17][cH:18]3)[cH:7][cH:8][n:9][c:10]2[cH:11]1)[CH2:47][CH:48]1[O:49][C:50]2([CH2:51][CH2:52]2)[CH2:53][CH2:54]1. The product is C(C1=CC=CC=C1)OC(=O)NCCCC[C@@H](C(=O)OC)N1C2=CC=CC=C2C=2C=CC=CC12 ((S)-methyl 6-benzyloxycarbonylamino-2-carbazol-9-yl-hexanoate). The reactants are N[C@@H](CCCCNC(=O)OCC1=CC=CC=C1)C(=O)OC (L-Lys(Z)—OMe), COC1OCC(C1)OC (2,4-dimethoxytetrahydrofuran). As a reaction SMILES: [NH2:1][C@H:2]([C:18]([O:20][CH3:21])=[O:19])[CH2:3][CH2:4][CH2:5][CH2:6][NH:7][C:8]([O:10][CH2:11][C:12]1[CH:17]=[CH:16][CH:15]=[CH:14][CH:13]=1)=[O:9].CO[CH:24]1[CH2:28][CH:27](OC)[CH2:26]O1>>[CH2:11]([O:10][C:8]([NH:7][CH2:6][CH2:5][CH2:4][CH2:3][C@H:2]([N:1]1[C:24]2[CH:4]=[CH:3][CH:2]=[CH:18][C:28]=2[C:27]2[C:26]1=[CH:27][CH:28]=[CH:24][CH:26]=2)[C:18]([O:20][CH3:21])=[O:19])=[O:9])[C:12]1[CH:17]=[CH:16][CH:15]=[CH:14][CH:13]=1. Procedure details: The novel photoreactive carbazole (Cbz)-based monomers of formula I according to the invention can be prepared as depicted in Schemes 1-4 (depicted hereinafter just before the Claims) and described in detail in Examples 1-4. Thus, Scheme 1 depicts the multi-step synthesis of Compound 7, (S) 6-(4-benzoyl-benzoylamino)-2-carbazol-9-yl-hexanoic acid, the photoreactive carbazole (Cbz)-based oxidizable monomer of formula I wherein the oxidizable group is carbazole, the moiety of the chemically reacti... The reactants are C/C(/CO)=C/C(C)C1=CC(=CC=C1)C ((Z)-2-Methyl-4-(3-methylphenyl)pent-2-en-1-ol), C(C)[Zn]CC (diethylzinc), C1(=CC=CC=C1)C (toluene), S(O)(O)(=O)=O (sulfuric acid), ClCI (Chloroiodomethane). Reaction conditions: temperature -15 celsius, time 20 minute. The product is C[C@]1([C@@H](C1)[C@@H](C)C1=CC(=CC=C1)C)CO ([(1S*,2S*)-1-Methyl-2-((R*)-1-(3-methylphenyl)ethyl)cyclopropyl]methanol). Isolated yield 70.0%. Reaction SMILES: [CH2:1]([Zn]CC)C.C1(C)C=CC=CC=1.ClCI.[CH3:16]/[C:17](=[CH:20]/[CH:21]([C:23]1[CH:28]=[CH:27][CH:26]=[C:25]([CH3:29])[CH:24]=1)[CH3:22])/[CH2:18][OH:19].S(=O)(=O)(O)O>>[CH3:16][C@:17]1([CH2:18][OH:19])[CH2:1][C@H:20]1[C@H:21]([C:23]1[CH:28]=[CH:27][CH:26]=[C:25]([CH3:29])[CH:24]=1)[CH3:22]. Reported procedure: Under a nitrogen atmosphere, a diethylzinc solution in toluene (concentration: 15% by weight, 9.4 g, 0.0114 mol) was placed into a 100-ml flask equipped with a stirring apparatus, a dropping funnel, and a thermometer, and cooled to −15° C. Chloroiodomethane (4.02 g, 22.8 mmol) was placed into the dropping funnel, and added dropwise with the temperature kept between −15 and −20° C. After completion of the dropwise addition, the mixture was stirred at −10 to −15° C. for 20 minutes, and then cooled... The reactants are ClCCl, Cc1ccc2c(N3CCC(NC(=O)OC(C)(C)C)C3)nc(-c3ccccc3O)nc2c1, O=C(O)C(F)(F)F. Yields the product Cc1ccc2c(N3CCC(N)C3)nc(-c3ccccc3O)nc2c1. RXN SMILES: [Cl:39][CH2:40][Cl:41].[OH:1][c:2]1[c:3](-[c:8]2[n:9][c:10]3[cH:11][c:12]([CH3:31])[cH:13][cH:14][c:15]3[c:16]([N:18]3[CH2:19][CH:20]([NH:23][C:24](=[O:25])[O:26][C:27]([CH3:28])([CH3:29])[CH3:30])[CH2:21][CH2:22]3)[n:17]2)[cH:4][cH:5][cH:6][cH:7]1.[OH:32][C:33]([C:34]([F:35])([F:36])[F:37])=[O:38]>>[OH:1][c:2]1[c:3](-[c:8]2[n:9][c:10]3[cH:11][c:12]([CH3:31])[cH:13][cH:14][c:15]3[c:16]([N:18]3[CH2:19][CH:20]([NH2:23])[CH2:21][CH2:22]3)[n:17]2)[cH:4][cH:5][cH:6][cH:7]1. Product: C1(CC1)C#C[SiH](C(C)C)C(C)C (Cyclopropyldiisopropylsilyl Acetylene). RXN SMILES: [CH2:1]([C:4]#[C:5][SiH:6]([CH:10]([CH3:12])[CH3:11])[CH:7]([CH3:9])[CH3:8])[CH:2]=[CH2:3].C([Mg]Br)C=C>>[CH:1]1([C:4]#[C:5][SiH:6]([CH:10]([CH3:12])[CH3:11])[CH:7]([CH3:8])[CH3:9])[CH2:3][CH2:2]1. Procedure details: This material was synthesized using methods identical to those used to prepare allyldiisopropylsilyl acetylene in Example 1, simply substituting cyclopropyl magnesium bromide for allyl magnesium bromide. 1H-NMR (200 MHz, CDCl3) δ=2.3 (s, 1H), 1.1 (br-m, 14H), 0.61 (m, 2H), 0.45 (m, 2H), −0.44 (m, 1H). Starting materials: C(C=C)C#C[SiH](C(C)C)C(C)C (allyldiisopropylsilyl acetylene), C(C=C)[Mg]Br (allyl magnesium bromide).